Dataset: the Open Reaction Database (ORD), a public repository of structured organic reaction records. Task: describe an organic reaction: reactants, conditions, products, and yield Reactants: CC(C)(C)OC(=O)N1CCN(C(=O)OC(C)(C)C)C(c2ccc(Br)cc2)C1, CC(C)(C)P(c1ccccc1-c1ccccc1)C(C)(C)C, CC(=O)[O-], CC(=O)[O-], CC(C)(C)[O-], CC(C)(C)O, CCOC(C)=O, OC1CCNC1, [Na+], [Pd+2]. Product: CC(C)(C)OC(=O)N1CCN(C(=O)OC(C)(C)C)C(c2ccc(N3CCC(O)C3)cc2)C1. Reaction SMILES: [Br:1][c:2]1[cH:3][cH:4][c:5]([CH:8]2[N:9]([C:21](=[O:22])[O:23][C:24]([CH3:25])([CH3:26])[CH3:27])[CH2:10][CH2:11][N:12]([C:14](=[O:15])[O:16][C:17]([CH3:18])([CH3:19])[CH3:20])[CH2:13]2)[cH:6][cH:7]1.[C:34]([P:35]([C:36]([CH3:37])([CH3:38])[CH3:39])[c:40]1[cH:41][cH:42][cH:43][cH:44][c:45]1-[c:46]1[cH:47][cH:48][cH:49][cH:50][cH:51]1)([CH3:52])([CH3:53])[CH3:54].[C:66]([O-:67])(=[O:68])[CH3:69].[C:71]([O-:72])(=[O:73])[CH3:74].[CH3:55][C:56]([CH3:57])([O-:58])[CH3:59].[CH3:61][C:62]([OH:63])([CH3:64])[CH3:65].[CH3:75][CH2:76][O:77][C:78](=[O:79])[CH3:80].[NH:28]1[CH2:29][CH:30]([OH:33])[CH2:31][CH2:32]1.[Na+:60].[Pd+2:70]>>[c:2]1([N:28]2[CH2:29][CH:30]([OH:33])[CH2:31][CH2:32]2)[cH:3][cH:4][c:5]([CH:8]2[N:9]([C:21](=[O:22])[O:23][C:24]([CH3:25])([CH3:26])[CH3:27])[CH2:10][CH2:11][N:12]([C:14](=[O:15])[O:16][C:17]([CH3:18])([CH3:19])[CH3:20])[CH2:13]2)[cH:6][cH:7]1. The reactants are CCOCC, OCC1(C2CCC2)COC1, ClCCl, O=[Cr](=O)([O-])Cl, c1cc[nH+]cc1. Product: O=CC1(C2CCC2)COC1. Reaction SMILES: [CH2:25]([O:26][CH2:27][CH3:28])[CH3:29].[CH:12]1([C:16]2([CH2:20][OH:21])[CH2:17][O:18][CH2:19]2)[CH2:13][CH2:14][CH2:15]1.[Cl:22][CH2:23][Cl:24].[O:1]=[Cr:2]([Cl:3])([O-:4])=[O:5].[nH+:6]1[cH:7][cH:8][cH:9][cH:10][cH:11]1>>[CH:12]1([C:16]2([CH:20]=[O:21])[CH2:17][O:18][CH2:19]2)[CH2:13][CH2:14][CH2:15]1.